From a dataset of the Open Reaction Database (ORD), a public repository of structured organic reaction records. describe an organic reaction: reactants, conditions, products, and yield Starting materials: OC=1C(=CC(=C2C3CCCCC3C(C12)=O)C)[N+](=O)[O-] (8-hydroxy-5-methyl-7-nitro-1,2,3,4,4a,9a-hexahydro-9-fluorenone). Reagents/catalysts: [C].[Pd] (palladium carbon). The solvent is C(C)O (ethanol). Product: NC1=CC(=C2C3CCCCC3C(C2=C1O)=O)C (7-amino-8-hydroxy-5-methyl-1,2,3,4,4a,9a-hexahydro-9-fluorenone). The yield is 79.1%. Reaction SMILES: [OH:1][C:2]1[C:3]([N+:17]([O-])=O)=[CH:4][C:5]([CH3:16])=[C:6]2[C:14]=1[C:13](=[O:15])[CH:12]1[CH:7]2[CH2:8][CH2:9][CH2:10][CH2:11]1>[C].[Pd].C(O)C>[NH2:17][C:3]1[C:2]([OH:1])=[C:14]2[C:6]([CH:7]3[CH:12]([C:13]2=[O:15])[CH2:11][CH2:10][CH2:9][CH2:8]3)=[C:5]([CH3:16])[CH:4]=1 |f:1.2|. Reported procedure: To 200 ml of ethanol were added 5.0 g of 8-hydroxy-5-methyl-7-nitro-1,2,3,4,4a,9a-hexahydro-9-fluorenone and 1 g of 5% palladium carbon and catalytic reduction was carried out at room temperature and under normal pressure. The catalyst was removed by filtration and the filtrate was concentrated to obtain 3.5 g of 7-amino-8-hydroxy-5-methyl-1,2,3,4,4a,9a-hexahydro-9-fluorenone (yellow crystal). The reactants are O=C(Cl)OCc1ccccc1, NCCCC(=O)O, [Na+], [OH-]. Product: O=C(O)CCCNC(=O)OCc1ccccc1. Reaction SMILES: [Cl:1][C:2](=[O:3])[O:4][CH2:5][c:6]1[cH:7][cH:8][cH:9][cH:10][cH:11]1.[NH2:12][CH2:13][CH2:14][CH2:15][C:16](=[O:17])[OH:18].[Na+:20].[OH-:19]>>[C:2](=[O:3])([O:4][CH2:5][c:6]1[cH:7][cH:8][cH:9][cH:10][cH:11]1)[NH:12][CH2:13][CH2:14][CH2:15][C:16](=[O:17])[OH:18]. Reactants: [Cl-] (chloride), NC1=C2C=CC(=CC2=CC=C1)O (5-amino-naphthalene-2-ol), C(=O)([O-])[O-].[K+].[K+] (K2CO3), benzolyl, O (water). The solvent is C(Cl)Cl (CH2Cl2), C(Cl)Cl (CH2Cl2). The product is OC=1C=C2C=CC=C(C2=CC1)NC(C1=CC=CC=C1)=O (N-(6-Hydroxy-naphthalen-1-yl)-benzamide). As a reaction SMILES: [NH2:1][C:2]1[CH:11]=[CH:10][CH:9]=[C:8]2[C:3]=1[CH:4]=[CH:5][C:6]([OH:12])=[CH:7]2.[C:13]([O-:16])([O-])=O.[K+].[K+].[Cl-].O>C(Cl)Cl>[OH:12][C:6]1[CH:7]=[C:8]2[C:3](=[CH:4][CH:5]=1)[C:2]([NH:1][C:13](=[O:16])[C:2]1[CH:11]=[CH:10][CH:9]=[CH:8][CH:3]=1)=[CH:11][CH:10]=[CH:9]2 |f:1.2.3|. Reported procedure: To a round bottom flask containing 1.00 g (6.3 mmol) 5-amino-naphthalene-2-ol in 10 mL CH2Cl2, was added 2.61 g (0.0189 mmol) K2CO3, followed by 1.46 mL (0.0126 mmol) benzolyl chloride. The solution mixture was stirred under inert atmosphere until completion. After stirring for 18 h, water was added into the mixture and diluted with CH2Cl2. The organics were separated by sep. funnel, while extracting the organics 3× with CH2Cl2. The organic layers were combined, dried over Na2SO4, filtered and c... Starting materials: CC(=O)O, Cl, [I-], I, [K+], O=N[O-], Cc1c(Nc2ccc(N)cc2F)c2c(=O)[nH]cnc2n(C)c1=O, [Na+], O. Yields the product Cc1c(Nc2ccc(I)cc2F)c2c(=O)[nH]cnc2n(C)c1=O. RXN SMILES: [CH3:32][C:33](=[O:34])[OH:35].[ClH:24].[I-:30].[I:31].[K+:29].[N:25]([O-:26])=[O:27].[NH2:1][c:2]1[cH:3][c:4]([F:23])[c:5]([NH:8][c:9]2[c:10]([CH3:22])[c:11](=[O:21])[n:12]([CH3:20])[c:13]3[n:14][cH:15][nH:16][c:17](=[O:19])[c:18]23)[cH:6][cH:7]1.[Na+:28].[OH2:36]>>[c:2]1([I:30])[cH:3][c:4]([F:23])[c:5]([NH:8][c:9]2[c:10]([CH3:22])[c:11](=[O:21])[n:12]([CH3:20])[c:13]3[n:14][cH:15][nH:16][c:17](=[O:19])[c:18]23)[cH:6][cH:7]1. The reactants are C1=CC=CC=C1 (benzene), C1(=CC=CC=C1)C(N1CCNCC1)C1=CC=CC=C1 (1-(diphenylmethyl)-piperazine), ClCCOCC(=O)N (2-(2-chloroethoxy)-acetamide), C([O-])([O-])=O.[Na+].[Na+] (sodium carbonate). Solvent: C=1(C(=CC=CC1)C)C (xylene). Conditions: temperature 120 celsius. Yields the product C1(=CC=CC=C1)C(N1CCN(CC1)CCOCC(=O)N)C1=CC=CC=C1 (2-[2-[4-(Diphenylmethyl)-1-piperazinyl]ethoxy]-acetamide). Yield: 73.0%. RXN SMILES: [C:1]1([CH:7]([C:14]2[CH:19]=[CH:18][CH:17]=[CH:16][CH:15]=2)[N:8]2[CH2:13][CH2:12][NH:11][CH2:10][CH2:9]2)[CH:6]=[CH:5][CH:4]=[CH:3][CH:2]=1.Cl[CH2:21][CH2:22][O:23][CH2:24][C:25]([NH2:27])=[O:26].C(=O)([O-])[O-].[Na+].[Na+].C1C=CC=CC=1>C1(C)C(C)=CC=CC=1>[C:14]1([CH:7]([C:1]2[CH:2]=[CH:3][CH:4]=[CH:5][CH:6]=2)[N:8]2[CH2:9][CH2:10][N:11]([CH2:21][CH2:22][O:23][CH2:24][C:25]([NH2:27])=[O:26])[CH2:12][CH2:13]2)[CH:19]=[CH:18][CH:17]=[CH:16][CH:15]=1 |f:2.3.4|. Procedure: A mixture of 37.8 g (0.15 mole) of 1-(diphenylmethyl)-piperazine, 27.5 g (0.2 mole) of 2-(2-chloroethoxy)-acetamide and 26.5 g of anhydrous sodium carbonate in 120 ml of xylene is heated for 4 hours to 90° to 120° C. Thereafter, 120 ml of benzene are added to the reaction mixture, the precipitate formed is filtered off and the organic phase is extracted with dilute hydrochloric acid (30 ml of concentrated hydrochloric acid and 100 ml of water). 40 ml of a concentrated aqueous solution of sodium ... Run at time 5 hour. Run in O (Water), O (water). RXN SMILES: [OH-].[Na+].[Br:3]Br.[C:5]1([C:11]#[CH:12])[CH:10]=[CH:9][CH:8]=[CH:7][CH:6]=1>O>[C:5]1([C:11]#[C:12][Br:3])[CH:10]=[CH:9][CH:8]=[CH:7][CH:6]=1 |f:0.1|. The product is C1(=CC=CC=C1)C#CBr (phenylbromoacetylene). Procedure details: A solution of sodium hydroxide (31.4 g) in water (160 ml) was cooled to 6° C. and bromine (18 ml) was added dropwise, the temperature being kept below 20° C. Phenylacetylene (20 g) in dimethoxethylene (80 ml) was added over 15 minutes and the mixture was stirred at room temperature for 5 hours. Water (200 ml) was added, and the mixture was extracted with ether (4×60 ml), dried (MgSO4) and the solvents removed at room temperature to yield phenylbromoacetylene. Starting materials: BrBr (bromine), [OH-].[Na+] (sodium hydroxide), C1(=CC=CC=C1)C#C (Phenylacetylene).